Dataset: the Open Reaction Database (ORD), a public repository of structured organic reaction records. Task: describe an organic reaction: reactants, conditions, products, and yield Reactants: C(C)C1=CC=C(C=C1)C1CC(CN(C1)C(=O)N1CCOCC1)C(N)=S (5-(4-Ethylphenyl)-1-(morpholin-4-ylcarbonyl)piperidine-3-carbothioamide), BrCC(C(=O)OCC)=O (ethyl 3-bromo-oxopropanoate). Product: C(C)C1=CC=C(C=C1)C1CC(CN(C1)C(=O)N1CCOCC1)C=1SC=C(N1)C(=O)OCC (Ethyl 2-[5-(4-ethylphenyl)-1-(morpholin-4-ylcarbonyl)piperidin-3-yl]-1,3-thiazole-4-carboxylate). As a reaction SMILES: [CH2:1]([C:3]1[CH:8]=[CH:7][C:6]([CH:9]2[CH2:14][N:13]([C:15]([N:17]3[CH2:22][CH2:21][O:20][CH2:19][CH2:18]3)=[O:16])[CH2:12][CH:11]([C:23](=[S:25])[NH2:24])[CH2:10]2)=[CH:5][CH:4]=1)[CH3:2].Br[CH2:27][C:28](=O)[C:29]([O:31][CH2:32][CH3:33])=[O:30]>>[CH2:1]([C:3]1[CH:8]=[CH:7][C:6]([CH:9]2[CH2:14][N:13]([C:15]([N:17]3[CH2:22][CH2:21][O:20][CH2:19][CH2:18]3)=[O:16])[CH2:12][CH:11]([C:23]3[S:25][CH:27]=[C:28]([C:29]([O:31][CH2:32][CH3:33])=[O:30])[N:24]=3)[CH2:10]2)=[CH:5][CH:4]=1)[CH3:2]. Procedure details: 850 mg of the compound from Example 140A and 550 mg (2.82 mmol) of ethyl 3-bromo-oxopropanoate were reacted according to the General Method 3. Yield: 150 mg (12% of theory). The reactants are C1CCOC1, O=C=Nc1ccc(F)cc1, Nc1nc(Nc2ccc(Cl)cc2)sc1C(=O)c1ccc(Cl)cc1. Yields the product O=C(Nc1ccc(F)cc1)Nc1nc(Nc2ccc(Cl)cc2)sc1C(=O)c1ccc(Cl)cc1. As a reaction SMILES: [CH2:34]1[O:35][CH2:36][CH2:37][CH2:38]1.[F:24][c:25]1[cH:26][cH:27][c:28]([N:31]=[C:32]=[O:33])[cH:29][cH:30]1.[NH2:1][c:2]1[n:3][c:4]([NH:16][c:17]2[cH:18][cH:19][c:20]([Cl:23])[cH:21][cH:22]2)[s:5][c:6]1[C:7](=[O:8])[c:9]1[cH:10][cH:11][c:12]([Cl:15])[cH:13][cH:14]1>>[NH:1]([c:2]1[n:3][c:4]([NH:16][c:17]2[cH:18][cH:19][c:20]([Cl:23])[cH:21][cH:22]2)[s:5][c:6]1[C:7](=[O:8])[c:9]1[cH:10][cH:11][c:12]([Cl:15])[cH:13][cH:14]1)[C:32]([NH:31][c:28]1[cH:27][cH:26][c:25]([F:24])[cH:30][cH:29]1)=[O:33]. Starting materials: C(=O)(OC(C)(C)C)NCCC(=O)O (N-Boc-β-alanine), C(=O)(N1C=NC=C1)N1C=NC=C1 (carbonyldiimidazole), C1(=CC(=CC=C1)N)N (1,3-phenylenediamine), C(O)([O-])=O.[Na+] (sodium hydrogencarbonate). Run in CN(C(C)=O)C (N,N-dimethylactamide), CN(C(C)=O)C (N,N-dimethylactamide), C(C)(=O)OCC (ethyl acetate). Run at time 20 minute. The product is NC=1C=C(C=CC1)NC(CCNC(OC(C)(C)C)=O)=O (tert-butyl (3-((3-aminophenyl)amino)-3-oxopropyl)carbamate). Yield: 66.2%. Reaction SMILES: [C:1]([NH:8][CH2:9][CH2:10][C:11]([OH:13])=O)([O:3][C:4]([CH3:7])([CH3:6])[CH3:5])=[O:2].C(N1C=CN=C1)(N1C=CN=C1)=O.[C:26]1([NH2:33])[CH:31]=[CH:30][CH:29]=[C:28]([NH2:32])[CH:27]=1.C(=O)([O-])O.[Na+]>CN(C)C(=O)C.C(OCC)(=O)C>[NH2:32][C:28]1[CH:27]=[C:26]([NH:33][C:11](=[O:13])[CH2:10][CH2:9][NH:8][C:1](=[O:2])[O:3][C:4]([CH3:5])([CH3:6])[CH3:7])[CH:31]=[CH:30][CH:29]=1 |f:3.4|. Procedure details: To a solution of N-Boc-β-alanine (1.00 g) in N,N-dimethylactamide (5 mL), carbonyldiimidazole (888 mg) was added at room temperature, and the mixture was stirred at the same temperature for 1 hour and 20 minutes. To the reaction mixture, a solution of 1,3-phenylenediamine (1.15 g) in N,N-dimethylactamide (5 mL) was added at room temperature, and the mixture was stirred at the same temperature for 18 hours. To the reaction mixture, saturated aqueous sodium hydrogencarbonate and ethyl acetate were... The reactants are CCO, CCOC(=O)Cc1nc(-c2ccc(F)cc2)oc1C, [Na+], [OH-]. Product: Cc1oc(-c2ccc(F)cc2)nc1CC(=O)O. As a reaction SMILES: [CH3:22][CH2:23][OH:24].[F:1][c:2]1[cH:3][cH:4][c:5](-[c:8]2[o:9][c:10]([CH3:19])[c:11]([CH2:13][C:14](=[O:15])[O:16][CH2:17][CH3:18])[n:12]2)[cH:6][cH:7]1.[Na+:21].[OH-:20]>>[F:1][c:2]1[cH:3][cH:4][c:5](-[c:8]2[o:9][c:10]([CH3:19])[c:11]([CH2:13][C:14](=[O:15])[OH:16])[n:12]2)[cH:6][cH:7]1. Starting materials: CC1(C)CC(=O)c2c(C(F)(F)F)n[nH]c2C1, [Cl-], [H-], Nc1ncc(Br)c2cc(F)ccc12, [NH4+], [Na+], CN(C)C=O. The product is CC1(C)CC(=O)c2c(C(F)(F)F)nn(-c3ccc4c(N)ncc(Br)c4c3)c2C1. Reaction SMILES: [CH3:14][C:15]1([CH3:29])[CH2:16][C:17](=[O:28])[c:18]2[c:19]([C:24]([F:25])([F:26])[F:27])[n:20][nH:21][c:22]2[CH2:23]1.[Cl-:32].[H-:31].[NH2:1][c:2]1[n:3][cH:4][c:5]([Br:13])[c:6]2[cH:7][c:8]([F:12])[cH:9][cH:10][c:11]12.[NH4+:33].[Na+:30].[O:34]=[CH:35][N:36]([CH3:37])[CH3:38]>>[NH2:1][c:2]1[n:3][cH:4][c:5]([Br:13])[c:6]2[cH:7][c:8](-[n:21]3[n:20][c:19]([C:24]([F:25])([F:26])[F:27])[c:18]4[c:22]3[CH2:23][C:15]([CH3:14])([CH3:29])[CH2:16][C:17]4=[O:28])[cH:9][cH:10][c:11]12. Reactants: FC(C1NCCNC1)F (2-Difluoromethyl Piperazine), BrCCC1=CC=C(C=C1)[N+](=O)[O-] (1-(2-bromoethyl)-4-nitrobenzene), C(=O)([O-])[O-].[K+].[K+] (K2CO3). Reagents/catalysts: [I-].C(CCC)[N+](CCCC)(CCCC)CCCC (tetrabutylammonium iodide). Solvent: CN(C)C=O (DMF). Conditions: temperature 80 celsius. Yields the product FC(C1N(CCN(C1)CCC1=CC=C(C=C1)[N+](=O)[O-])CCC1=CC=C(C=C1)[N+](=O)[O-])F (2-(Difluoromethyl)-1,4-bis[2-(4-nitrophenyl)ethyl]piperazine). Reaction SMILES: [F:1][CH:2]([F:9])[CH:3]1[CH2:8][NH:7][CH2:6][CH2:5][NH:4]1.Br[CH2:11][CH2:12][C:13]1[CH:18]=[CH:17][C:16]([N+:19]([O-:21])=[O:20])=[CH:15][CH:14]=1.C([O-])([O-])=O.[K+].[K+]>[I-].C([N+](CCCC)(CCCC)CCCC)CCC.CN(C=O)C>[F:1][CH:2]([F:9])[CH:3]1[CH2:8][N:7]([CH2:11][CH2:12][C:13]2[CH:18]=[CH:17][C:16]([N+:19]([O-:21])=[O:20])=[CH:15][CH:14]=2)[CH2:6][CH2:5][N:4]1[CH2:11][CH2:12][C:13]1[CH:14]=[CH:15][C:16]([N+:19]([O-:21])=[O:20])=[CH:17][CH:18]=1 |f:2.3.4,5.6|. Procedure details: A mixture of 2-Difluoromethyl Piperazine (80 mg, 0.41 mmol), 1-(2-bromoethyl)-4-nitrobenzene (373 mg, 1.6 mmol), tetrabutylammonium iodide (15 mg, 0.16 mmol), and K2CO3 (220 mg, 1.6 mmol) in DMF (2 mL) was heated to 80° C. for 2 days. LC showed formation of the desired product, which was separated by mass-directed HPLC. LC-MS (IE, m/z): 435 [M+1]+. (0.44 μM) Reactants: C(C)(C)(C)OC(NC1=C(C=CC=C1)NC(=O)C=1OC2=C(C1)C=CC=C2OCC2=NC=CC=C2)=O ((2-{[7-(Pyridin-2-ylmethoxy)-benzofuran-2-carbonyl]-amino}-phenyl)-carbamic acid tert-butyl ester), NC1=C(C=CC=C1)NC(=O)C1=CC2=C(S1)C=CC(=C2)OCC2=NC=CC=C2 (5-(Pyridin-2-ylmethoxy)-benzo[b]thiophene-2-carboxylic acid (2-amino-phenyl)-amide). Product: NC1=C(C=CC=C1)NC(=O)C=1OC2=C(C1)C=CC=C2OCC2=NC=CC=C2 (7-(Pyridin-2-ylmethoxy)-benzofuran-2-carboxylic acid (2-amino-phenyl)-amide). Reaction SMILES: C(OC(=O)[NH:7][C:8]1[CH:13]=[CH:12][CH:11]=[CH:10][C:9]=1[NH:14][C:15]([C:17]1[O:18][C:19]2[C:25]([O:26][CH2:27][C:28]3[CH:33]=[CH:32][CH:31]=[CH:30][N:29]=3)=[CH:24][CH:23]=[CH:22][C:20]=2[CH:21]=1)=[O:16])(C)(C)C.NC1C=CC=CC=1NC(C1SC2C=CC(OCC3C=CC=CN=3)=CC=2C=1)=O>>[NH2:7][C:8]1[CH:13]=[CH:12][CH:11]=[CH:10][C:9]=1[NH:14][C:15]([C:17]1[O:18][C:19]2[C:25]([O:26][CH2:27][C:28]3[CH:33]=[CH:32][CH:31]=[CH:30][N:29]=3)=[CH:24][CH:23]=[CH:22][C:20]=2[CH:21]=1)=[O:16]. Reported procedure: was prepared from (2-{[7-(Pyridin-2-ylmethoxy)-benzofuran-2-carbonyl]-amino}-phenyl)-carbamic acid tert-butyl ester (54) in an analogous manner to that described for the preparation of (51) example 22, step 2; mp.: 105–135° C.